Dataset: the Open Reaction Database (ORD), a public repository of structured organic reaction records. Task: describe an organic reaction: reactants, conditions, products, and yield Starting materials: C(C)OC([C@@H](N)CC1=CN=C(N1CC1=C(C=CC=C1)Cl)CCCC)=O (2-n-butyl-3-(2-chlorophenyl)methylhistidine ethyl ester), C(C1=CC=CC=C1)=O (benzaldehyde), C(#N)[BH3-].[Na+] (sodium cyanoborohydride). The product is ClC1=C(C=CC=C1)CN1C(=NC=C1C[C@H](NCC1=CC=CC=C1)C(=O)O)CCCC (3-[(2-Chlorophenyl)methyl]-2-n-butyl-N-benzylhistidine), C(C)OC([C@@H](NCC1=CC=CC=C1)CC1=CN=C(N1CC1=C(C=CC=C1)Cl)CCCC)=O (3-[(2-chlorophenyl)methyl]-2-n-butyl-N-benzylhistidine ethyl ester). Reaction SMILES: [CH2:1]([O:3][C:4](=[O:25])[C@H:5]([CH2:7][C:8]1[N:12]([CH2:13][C:14]2[CH:19]=[CH:18][CH:17]=[CH:16][C:15]=2[Cl:20])[C:11]([CH2:21][CH2:22][CH2:23][CH3:24])=[N:10][CH:9]=1)[NH2:6])[CH3:2].[CH:26](=O)[C:27]1[CH:32]=[CH:31][CH:30]=[CH:29][CH:28]=1.C([BH3-])#N.[Na+]>>[Cl:20][C:15]1[CH:16]=[CH:17][CH:18]=[CH:19][C:14]=1[CH2:13][N:12]1[C:8]([CH2:7][C@@H:5]([C:4]([OH:3])=[O:25])[NH:6][CH2:26][C:27]2[CH:32]=[CH:31][CH:30]=[CH:29][CH:28]=2)=[CH:9][N:10]=[C:11]1[CH2:21][CH2:22][CH2:23][CH3:24].[CH2:1]([O:3][C:4](=[O:25])[C@H:5]([CH2:7][C:8]1[N:12]([CH2:13][C:14]2[CH:19]=[CH:18][CH:17]=[CH:16][C:15]=2[Cl:20])[C:11]([CH2:21][CH2:22][CH2:23][CH3:24])=[N:10][CH:9]=1)[NH:6][CH2:26][C:27]1[CH:32]=[CH:31][CH:30]=[CH:29][CH:28]=1)[CH3:2] |f:2.3|. Reported procedure: The title compound is prepared by reductive alkylation of 2-n-butyl-3-(2-chlorophenyl)methylhistidine ethyl ester with benzaldehyde in the presence of sodium cyanoborohydride to give 3-[(2-chlorophenyl)methyl]-2-n-butyl-N-benzylhistidine ethyl ester. Hydrolysis of the ester group is accomplished according to Example 2 (iii) to provide the title compound. Reactants: CC=1N=C(SC1C1=CC=NC=C1)NC(=O)N1C=NC=C1 (imidazole-1-carboxylic acid (4-methyl-5-pyridin-4-yl-thiazol-2-yl)-amide), NCCC(=O)N(C)C (3-amino-N,N-dimethyl-propionamide). Procedure details: To a stirred suspension of imidazole-1-carboxylic acid (4-methyl-5-pyridin-4-yl-thiazol-2-yl)-amide (example 18a) (0.15 g, 0.526 mmol) in dioxane (10 ml) is added 3-amino-N,N-dimethyl-propionamide (0.046 g, 0.526 mmol) in one portion. The reaction mixture is heated to reflux for 2 hours. The reaction mixture is allowed to cool to room temperature and the solvent is removed in vacuo. Trituration with ether/ethyl acetate yields the titled compound as a pale yellow solid. Yields the product CN(C(CCNC(=O)NC=1SC(=C(N1)C)C1=CC=NC=C1)=O)C (N,N-Dimethyl-3-[3-(4-methyl-5-pyridin-4-yl-thiazol-2-yl)-ureido]-propionamide). Reaction SMILES: [CH3:1][C:2]1[N:3]=[C:4]([NH:13][C:14]([N:16]2[CH:20]=[CH:19]N=C2)=[O:15])[S:5][C:6]=1[C:7]1[CH:12]=[CH:11][N:10]=[CH:9][CH:8]=1.NCC[C:24]([N:26]([CH3:28])[CH3:27])=[O:25]>O1CCOCC1>[CH3:27][N:26]([CH3:28])[C:24](=[O:25])[CH2:19][CH2:20][NH:16][C:14]([NH:13][C:4]1[S:5][C:6]([C:7]2[CH:8]=[CH:9][N:10]=[CH:11][CH:12]=2)=[C:2]([CH3:1])[N:3]=1)=[O:15]. The solvent is O1CCOCC1 (dioxane). The reactants are OC[C@H]1[C@@H](O[C@@H]1CO)N1C2=NC=NC(=C2N=C1)N (9-((2R,3R,4S)-3,4-bis-hyroxymethyl-oxetan-2-yl)adenine), C(C1=CC=CC=C1)(=O)Cl (benzoyl chloride). Run in N1=CC=CC=C1 (pyridine). Run at time 1 day. Yields the product C(C1=CC=CC=C1)(=O)NC1=C2N=CN(C2=NC=N1)[C@@H]1O[C@@H]([C@H]1CO)CO (6-benzamido-9-((2R,3R,4S) 3,4-bis(hydroxymethyl)-oxetan-2-yl)purine). Reaction SMILES: [OH:1][CH2:2][C@@H:3]1[C@@H:6]([CH2:7][OH:8])[O:5][C@H:4]1[N:9]1[CH:17]=[N:16][C:15]2[C:10]1=[N:11][CH:12]=[N:13][C:14]=2[NH2:18].[C:19](Cl)(=[O:26])[C:20]1[CH:25]=[CH:24][CH:23]=[CH:22][CH:21]=1>N1C=CC=CC=1>[C:19]([NH:18][C:14]1[N:13]=[CH:12][N:11]=[C:10]2[C:15]=1[N:16]=[CH:17][N:9]2[C@H:4]1[C@H:3]([CH2:2][OH:1])[C@@H:6]([CH2:7][OH:8])[O:5]1)(=[O:26])[C:20]1[CH:25]=[CH:24][CH:23]=[CH:22][CH:21]=1. Reported procedure: Under a nitrogen atmosphere, in a round-bottom flask were placed 2.5 g of 9-((2R,3R,4S)-3,4-bis-hyroxymethyl-oxetan-2-yl)adenine and 40 mL of pyridine. To the system, at 0° C., was added 4.6 g of benzoyl chloride, the cold bath was removed, and the reaction mixture was stirred at room temperature for 1 day. The reaction mixture was diluted with a small amount of acetone and poured into ice/water. The resulting precipitate was collected by suction filtration and treated with 20 mL of 1M aqueous s... Reactants: Cc1ccncc1Br, [Li]CCCC, Cc1cc(C=O)oc1C, CCCCCC, C1CCOC1, O. Yields the product Cc1ccncc1C(O)c1cc(C)c(C)o1. Reaction SMILES: [Br:1][c:2]1[cH:3][n:4][cH:5][cH:6][c:7]1[CH3:8].[CH2:15]([Li:16])[CH2:17][CH2:18][CH3:19].[CH3:20][c:21]1[cH:22][c:23]([CH:24]=[O:25])[o:26][c:27]1[CH3:28].[CH3:9][CH2:10][CH2:11][CH2:12][CH2:13][CH3:14].[O:30]1[CH2:31][CH2:32][CH2:33][CH2:34]1.[OH2:29]>>[c:2]1([CH:24]([c:23]2[cH:22][c:21]([CH3:20])[c:27]([CH3:28])[o:26]2)[OH:25])[cH:3][n:4][cH:5][cH:6][c:7]1[CH3:8].